From a dataset of the Open Reaction Database (ORD), a public repository of structured organic reaction records. describe an organic reaction: reactants, conditions, products, and yield Starting materials: Cc1cccc(C)c1C(=O)Cl, CC(Cc1ccc(O)c(O)c1)(NN)C(=O)O, O, O=C(O)C(F)(F)F. The product is Cc1cccc(C)c1C(=O)Oc1cc(CC(C)(NN)C(=O)O)ccc1O. Reaction SMILES: [CH3:18][c:19]1[c:20]([C:21](=[O:22])[Cl:23])[c:24]([CH3:28])[cH:25][cH:26][cH:27]1.[CH3:2][C:3]([CH2:4][c:5]1[cH:6][cH:7][c:8]([OH:9])[c:10]([OH:11])[cH:12]1)([NH:13][NH2:14])[C:15]([OH:16])=[O:17].[OH2:1].[OH:29][C:30]([C:31]([F:32])([F:33])[F:34])=[O:35]>>[CH3:2][C:3]([CH2:4][c:5]1[cH:6][cH:7][c:8]([OH:9])[c:10]([O:11][C:21]([c:20]2[c:19]([CH3:18])[cH:27][cH:26][cH:25][c:24]2[CH3:28])=[O:22])[cH:12]1)([NH:13][NH2:14])[C:15]([OH:16])=[O:17]. The reactants are CCO, COc1ccc(C=O)cc1, [K+], [OH-], O, COc1cc(O)c(C(C)=O)c(OC)c1. Yields the product COc1ccc(C=CC(=O)c2c(O)cc(OC)cc2OC)cc1. Reaction SMILES: [CH3:28][CH2:29][OH:30].[CH:15]([c:16]1[cH:17][cH:18][c:19]([O:22][CH3:23])[cH:20][cH:21]1)=[O:24].[K+:26].[OH-:25].[OH2:27].[OH:1][c:2]1[c:3]([C:12]([CH3:13])=[O:14])[c:4]([O:10][CH3:11])[cH:5][c:6]([O:8][CH3:9])[cH:7]1>>[OH:1][c:2]1[c:3]([C:12]([CH:13]=[CH:15][c:16]2[cH:17][cH:18][c:19]([O:22][CH3:23])[cH:20][cH:21]2)=[O:14])[c:4]([O:10][CH3:11])[cH:5][c:6]([O:8][CH3:9])[cH:7]1.